This data is from the Open Reaction Database (ORD), a public repository of structured organic reaction records. The task is: describe an organic reaction: reactants, conditions, products, and yield The reactants are CCOC(C)=O, CN(C)C=O, ClCCCOCCc1ccc2sccc2c1, CC(=O)NC1CNC1, O. Product: CC(=O)NC1CN(CCCOCCc2ccc3sccc3c2)C1. Reaction SMILES: [CH3:26][CH2:27][O:28][C:29](=[O:30])[CH3:31].[CH3:32][N:33]([CH3:34])[CH:35]=[O:36].[Cl:1][CH2:2][CH2:3][CH2:4][O:5][CH2:6][CH2:7][c:8]1[cH:9][cH:10][c:11]2[c:12]([cH:13][cH:14][s:15]2)[cH:16]1.[NH:17]1[CH2:18][CH:19]([NH:21][C:22]([CH3:23])=[O:24])[CH2:20]1.[OH2:25]>>[CH2:2]([CH2:3][CH2:4][O:5][CH2:6][CH2:7][c:8]1[cH:9][cH:10][c:11]2[c:12]([cH:13][cH:14][s:15]2)[cH:16]1)[N:17]1[CH2:18][CH:19]([NH:21][C:22]([CH3:23])=[O:24])[CH2:20]1. Reactants: COC(C[C@@H]1COC2=C1C=CC(=C2)O[C@@H]2CCC1=C(C=CC(=C21)F)O)=O ({(S)-6-[(R)-7-fluoro-4-hydroxy-indan-1-yloxy]-2,3-dihydro-benzofuran-3-yl}-acetic acid methyl ester), FC1=CC(=NC=C1)C(F)(F)F (4-fluoro-2-trifluoromethyl-pyridine), Intermediate 12. Product: COC(C[C@@H]1COC2=C1C=CC(=C2)O[C@@H]2CCC1=C(C=CC(=C21)F)OC2=CC(=NC=C2)C(F)(F)F)=O ({(S)-6-[(R)-7-Fluoro-4-(2-trifluoromethyl-pyrid-4-yloxy)-indan-1-yloxy]-2,3-dihydro-benzofuran-3-yl}-acetic acid methyl ester). Reaction SMILES: [CH3:1][O:2][C:3](=[O:26])[CH2:4][C@H:5]1[C:9]2[CH:10]=[CH:11][C:12]([O:14][C@H:15]3[C:23]4[C:18](=[C:19]([OH:25])[CH:20]=[CH:21][C:22]=4[F:24])[CH2:17][CH2:16]3)=[CH:13][C:8]=2[O:7][CH2:6]1.F[C:28]1[CH:33]=[CH:32][N:31]=[C:30]([C:34]([F:37])([F:36])[F:35])[CH:29]=1>>[CH3:1][O:2][C:3](=[O:26])[CH2:4][C@H:5]1[C:9]2[CH:10]=[CH:11][C:12]([O:14][C@H:15]3[C:23]4[C:18](=[C:19]([O:25][C:28]5[CH:33]=[CH:32][N:31]=[C:30]([C:34]([F:37])([F:36])[F:35])[CH:29]=5)[CH:20]=[CH:21][C:22]=4[F:24])[CH2:17][CH2:16]3)=[CH:13][C:8]=2[O:7][CH2:6]1. Reported procedure: The title compound is prepared from {(S)-6-[(R)-7-fluoro-4-hydroxy-indan-1-yloxy]-2,3-dihydro-benzofuran-3-yl}-acetic acid methyl ester and 4-fluoro-2-trifluoromethyl-pyridine following a procedure analogous to that described for Intermediate 12. LC (method 2): tR=1.10 min; Mass spectrum (ESI+): m/z=504 [M+H]+. Reactants: Clc1ccc(-c2c[nH]nc2OCc2ccccc2)cc1, CN(C)C=O, ClCCN1CCCCC1, Cl, [H-], [Na+], O. Yields the product Clc1ccc(-c2cn(CCN3CCCCC3)nc2OCc2ccccc2)cc1. Reaction SMILES: [CH2:1]([c:2]1[cH:3][cH:4][cH:5][cH:6][cH:7]1)[O:8][c:9]1[n:10][nH:11][cH:12][c:13]1-[c:14]1[cH:15][cH:16][c:17]([Cl:20])[cH:18][cH:19]1.[CH3:34][N:35]([CH3:36])[CH:37]=[O:38].[Cl:24][CH2:25][CH2:26][N:27]1[CH2:28][CH2:29][CH2:30][CH2:31][CH2:32]1.[ClH:23].[H-:21].[Na+:22].[OH2:33]>>[CH2:1]([c:2]1[cH:3][cH:4][cH:5][cH:6][cH:7]1)[O:8][c:9]1[n:10][n:11]([CH2:25][CH2:26][N:27]2[CH2:28][CH2:29][CH2:30][CH2:31][CH2:32]2)[cH:12][c:13]1-[c:14]1[cH:15][cH:16][c:17]([Cl:20])[cH:18][cH:19]1. Starting materials: C(#N)C1=C(C=C2C(=CNC2=C1)/C=C/C(=O)OCC)F (ethyl (2E)-3-(6-cyano-5-fluoro-1H-indol-3-yl)-2-propenoate). Reagents/catalysts: [Pd] (Pd/C). The solvent is CO (methanol). Conditions: time 8 hour. The product is C(#N)C1=C(C=C2C(=CNC2=C1)CCC(=O)OCC)F (Ethyl 3-(6-cyano-5-fluoro-1H-indol-3-yl)propanoate). The yield is 94.3%. As a reaction SMILES: [C:1]([C:3]1[CH:11]=[C:10]2[C:6]([C:7](/[CH:12]=[CH:13]/[C:14]([O:16][CH2:17][CH3:18])=[O:15])=[CH:8][NH:9]2)=[CH:5][C:4]=1[F:19])#[N:2]>CO.[Pd]>[C:1]([C:3]1[CH:11]=[C:10]2[C:6]([C:7]([CH2:12][CH2:13][C:14]([O:16][CH2:17][CH3:18])=[O:15])=[CH:8][NH:9]2)=[CH:5][C:4]=1[F:19])#[N:2]. Procedure: To a solution of ethyl (2E)-3-(6-cyano-5-fluoro-1H-indol-3-yl)-2-propenoate (D153) (200 mg) in methanol (30 mL) was added 10% Pd/C (50 mg). The reaction mixture was then stirred under H2 overnight. The solution was filtered through celite and the filtrate was evaporated to give the designed product ethyl 3-(6-cyano-5-fluoro-1H-indol-3-yl)propanoate (D154) (190 mg). MS (ES): C14H13FN2O2 requires 260.1; found 261.1 (M+H+).